This data is from the Open Reaction Database (ORD), a public repository of structured organic reaction records. The task is: describe an organic reaction: reactants, conditions, products, and yield Reactants: C1(=CC=CC=C1)S(=O)(=O)CC#N (phenylsulfonyl-acetonitrile), N1CCCCC1 (piperidine), CC1=CC=C(C=O)C=C1 (p-methylbenzaldehyde), O (water). RXN SMILES: [CH3:1][C:2]1[CH:9]=[CH:8][C:5]([CH:6]=O)=[CH:4][CH:3]=1.O.[C:11]1([S:17]([CH2:20][C:21]#[N:22])(=[O:19])=[O:18])[CH:16]=[CH:15][CH:14]=[CH:13][CH:12]=1.N1CCCCC1>C1C=CC=CC=1.C(O)(=O)C>[C:2]1([CH3:1])[CH:9]=[CH:8][C:5]([CH:6]=[C:20]([C:21]#[N:22])[S:17]([C:11]2[CH:16]=[CH:15][CH:14]=[CH:13][CH:12]=2)(=[O:18])=[O:19])=[CH:4][CH:3]=1. The product is C1(=CC=C(C=C1)C=C(S(=O)(=O)C1=CC=CC=C1)C#N)C (1-p-Tolyl-2-cyano-2-phenylsulfonyl-ethylene). Conditions: temperature 10 celsius, time 5 hour. Reported procedure: 120 g (1 mole) of p-methylbenzaldehyde were heated to the boil on a water separator and under reflux with 181 g (1 mole) of phenylsulfonyl-acetonitrile in 500 ml benzene with addition of 6 ml of piperidine and 3 ml of glacial acetic acid. After 5 hours, 17 ml water had separated. Upon cooling to 10° C, the 1-p-tolyl-2-cyano-2-phenylsulfonyl-ethlene crystallized; after suction filtration, washing with 150 ml of cold benzene and drying, 206 g (73% of the theory) were obtained; melting point: 145°-... The solvent is C1=CC=CC=C1 (benzene), C(C)(=O)O (acetic acid). The reactants are [Al+3], Cc1cc(Cl)ccc1O, [Cl-], [Cl-], [Cl-], CS(=O)(=O)c1ccc(C(=O)Cl)c(Cl)c1, ClC(Cl)C(Cl)Cl, Cl. Product: Cc1cc(Cl)cc(C(=O)c2ccc(S(C)(=O)=O)cc2Cl)c1O. Reaction SMILES: [Al+3:25].[CH3:15][c:16]1[cH:17][c:18]([Cl:19])[cH:20][cH:21][c:22]1[OH:23].[Cl-:24].[Cl-:26].[Cl-:27].[Cl:1][c:2]1[c:3]([C:4](=[O:5])[Cl:6])[cH:7][cH:8][c:9]([S:11](=[O:12])(=[O:13])[CH3:14])[cH:10]1.[Cl:29][CH:30]([Cl:31])[CH:32]([Cl:33])[Cl:34].[ClH:28]>>[Cl:1][c:2]1[c:3]([C:4](=[O:5])[c:21]2[cH:20][c:18]([Cl:19])[cH:17][c:16]([CH3:15])[c:22]2[OH:23])[cH:7][cH:8][c:9]([S:11](=[O:12])(=[O:13])[CH3:14])[cH:10]1. Starting materials: CC(C)n1cc2c3c(cccc31)C1CC(C(=O)O)CNC1C2, OC1CCCCC1, Cc1ccc(S(=O)(=O)O)cc1. Product: CC(C)n1cc2c3c(cccc31)C1CC(C(=O)OC3CCCCC3)CNC1C2. As a reaction SMILES: [CH:1]([CH3:2])([CH3:3])[n:4]1[cH:5][c:6]2[c:19]3[c:14]([cH:15][cH:16][cH:17][c:18]13)[CH:13]1[CH:8]([CH2:7]2)[NH:9][CH2:10][CH:11]([C:20](=[O:21])[OH:22])[CH2:12]1.[OH:23][CH:24]1[CH2:25][CH2:26][CH2:27][CH2:28][CH2:29]1.[c:30]1([CH3:31])[cH:32][cH:33][c:34]([S:35]([OH:36])(=[O:37])=[O:38])[cH:39][cH:40]1>>[CH:1]([CH3:2])([CH3:3])[n:4]1[cH:5][c:6]2[c:19]3[c:14]([cH:15][cH:16][cH:17][c:18]13)[CH:13]1[CH:8]([CH2:7]2)[NH:9][CH2:10][CH:11]([C:20](=[O:21])[O:22][CH:24]2[CH2:25][CH2:26][CH2:27][CH2:28][CH2:29]2)[CH2:12]1. The reactants are CC(C)(C)[O-], CS(=O)(=O)c1ccc2[nH]ccc2c1, [K+], CN(C)C=O. Yields the product CS(=O)(=O)c1ccc2c(ccn2N)c1. Reaction SMILES: [CH3:14][C:15]([CH3:16])([O-:17])[CH3:18].[CH3:1][S:2](=[O:3])(=[O:4])[c:5]1[cH:6][c:7]2[cH:8][cH:9][nH:10][c:11]2[cH:12][cH:13]1.[K+:19].[O:20]=[CH:21][N:22]([CH3:23])[CH3:24]>>[CH3:1][S:2](=[O:3])(=[O:4])[c:5]1[cH:6][c:7]2[cH:8][cH:9][n:10]([NH2:22])[c:11]2[cH:12][cH:13]1. The reactants are N[C@H]1CN(CC1)C1=NC(=C2N=CN(C2=N1)[C@H]1[C@@H]([C@@H]([C@H](C1)NC(CC)=O)O)O)NCC(C1=CC=C(C=C1)O)C1=CC=C(C=C1)O (N-((1S,2R,3S,4R)-4-{2-((R)-3-Amino-pyrrolidin-1-yl)-6-[2,2-bis-(4-hydroxy-phenyl)-ethylamino]-purin-9-yl}-2,3-dihydroxy-cyclopentyl)-propionamide), C([O-])([O-])=O.[K+].[K+] (potassium carbonate), C1(=CC=CC=C1)OC(=O)Cl (phenylchloroformate). Solvent: CN1CCCC1=O (NMP). Conditions: time 90 minute. Yields the product C1(=CC=CC=C1)OC(N[C@H]1CN(CC1)C1=NC(=C2N=CN(C2=N1)[C@H]1[C@@H]([C@@H]([C@H](C1)NC(CC)=O)O)O)NCC(C1=CC=C(C=C1)O)C1=CC=C(C=C1)O)=O ({(R)-1-[6-[2,2-Bis-(4-hydroxy-phenyl)-ethylamino]-9-((1R,2S,3R,4S)-2,3-dihydroxy-4-propionylamino-cyclopentyl)-9H-purin-2-yl]-pyrrolidin-3-yl}-carbamic acid phenyl ester). Reaction SMILES: [NH2:1][C@@H:2]1[CH2:6][CH2:5][N:4]([C:7]2[N:15]=[C:14]3[C:10]([N:11]=[CH:12][N:13]3[C@@H:16]3[CH2:20][C@H:19]([NH:21][C:22](=[O:25])[CH2:23][CH3:24])[C@@H:18]([OH:26])[C@H:17]3[OH:27])=[C:9]([NH:28][CH2:29][CH:30]([C:38]3[CH:43]=[CH:42][C:41]([OH:44])=[CH:40][CH:39]=3)[C:31]3[CH:36]=[CH:35][C:34]([OH:37])=[CH:33][CH:32]=3)[N:8]=2)[CH2:3]1.C(=O)([O-])[O-].[K+].[K+].[C:51]1([O:57][C:58](Cl)=[O:59])[CH:56]=[CH:55][CH:54]=[CH:53][CH:52]=1>CN1C(=O)CCC1>[C:51]1([O:57][C:58](=[O:59])[NH:1][C@@H:2]2[CH2:6][CH2:5][N:4]([C:7]3[N:15]=[C:14]4[C:10]([N:11]=[CH:12][N:13]4[C@@H:16]4[CH2:20][C@H:19]([NH:21][C:22](=[O:25])[CH2:23][CH3:24])[C@@H:18]([OH:26])[C@H:17]4[OH:27])=[C:9]([NH:28][CH2:29][CH:30]([C:31]4[CH:36]=[CH:35][C:34]([OH:37])=[CH:33][CH:32]=4)[C:38]4[CH:43]=[CH:42][C:41]([OH:44])=[CH:40][CH:39]=4)[N:8]=3)[CH2:3]2)[CH:56]=[CH:55][CH:54]=[CH:53][CH:52]=1 |f:1.2.3|. Reported procedure: A mixture comprising N-((1S,2R,3S,4R)-4-{2-((R)-3-amino-pyrrolidin-1-yl)-6-[2,2-bis-(4-hydroxy-phenyl)-ethylamino]-purin-9-yl}-2,3-dihydroxy-cyclopentyl)-propionamide (Example 22 step 4) (50 mg, 83 μmol) and potassium carbonate (46 mg, 332 μmol) in NMP (1 ml) is treated with phenylchloroformate and stirred at room temperature for 90 minutes. This mixture was used in the next step without purification. The reactants are CC(CCCCC)N(C(CCl)=O)CC(OCC)OCC (N-(1-Methylhexyl)-N-(2,2-diethoxyethyl)-α-chloroacetamide), C([O-])([O-])=O.[Na+].[Na+] (sodium carbonate), C(CO)O (ethylene glycol), C=1(C(=CC=CC1)S(=O)(=O)O)C (toluenesulfonic acid). Run in C(C)O (ethanol). The product is CC(CCCCC)N(C(CCl)=O)CC1OCCO1 (N-(1-methylhexyl)-N-(1,3-dioxolan-2-ylmethyl)-α-chloroacetamide). Reaction SMILES: [CH3:1][CH:2]([N:8]([CH2:13][CH:14]([O:18][CH2:19][CH3:20])[O:15]CC)[C:9](=[O:12])[CH2:10][Cl:11])[CH2:3][CH2:4][CH2:5][CH2:6][CH3:7].C(O)CO.C1(C)C(S(O)(=O)=O)=CC=CC=1.C(=O)([O-])[O-].[Na+].[Na+]>C(O)C>[CH3:1][CH:2]([N:8]([CH2:13][CH:14]1[O:15][CH2:20][CH2:19][O:18]1)[C:9](=[O:12])[CH2:10][Cl:11])[CH2:3][CH2:4][CH2:5][CH2:6][CH3:7] |f:3.4.5|. Reported procedure: N-(1-Methylhexyl)-N-(2,2-diethoxyethyl)-α-chloroacetamide (10 grams), ethylene glycol (2.0 grams) and trace amounts of toluenesulfonic acid were charged into a glass reaction vessel equipped with a mechanical stirrer, thermometer and reflux condenser. The reaction mixture was heated at reflux until no more ethanol was given off. After this time sodium carbonate (1 gram) was added to the mixture with stirring and the resulting mixture was distilled to yield the desired product N-(1-methylhexyl)-N... Reactants: CCCCCC(=O)Cl, CN(C)c1ccncc1, NS(=O)(=O)c1ccccc1NC(=O)c1cccc(OCC2CCCCC2)c1, C1CCOC1. Yields the product CCCCCC(=O)NS(=O)(=O)c1ccccc1NC(=O)c1cccc(OCC2CCCCC2)c1. RXN SMILES: [C:1]([CH2:2][CH2:3][CH2:4][CH2:5][CH3:6])(=[O:7])[Cl:8].[CH3:36][N:37]([CH3:38])[c:39]1[cH:40][cH:41][n:42][cH:43][cH:44]1.[CH:9]1([CH2:15][O:16][c:17]2[cH:18][c:19]([C:20](=[O:21])[NH:22][c:23]3[c:24]([S:29]([NH2:30])(=[O:31])=[O:32])[cH:25][cH:26][cH:27][cH:28]3)[cH:33][cH:34][cH:35]2)[CH2:10][CH2:11][CH2:12][CH2:13][CH2:14]1.[O:45]1[CH2:46][CH2:47][CH2:48][CH2:49]1>>[C:1]([CH2:2][CH2:3][CH2:4][CH2:5][CH3:6])(=[O:7])[NH:30][S:29]([c:24]1[c:23]([NH:22][C:20]([c:19]2[cH:18][c:17]([O:16][CH2:15][CH:9]3[CH2:10][CH2:11][CH2:12][CH2:13][CH2:14]3)[cH:35][cH:34][cH:33]2)=[O:21])[cH:28][cH:27][cH:26][cH:25]1)(=[O:31])=[O:32]. Reactants: C(C)(C)(C)OC(=O)NC1=C(C=CC=C1)NC(CCCCCC(=O)OCC)=O (ethyl 7-((2-((tert-butoxycarbonyl)amino)phenyl)amino)-7-oxoheptanoate), O.[OH-].[Li+] (lithium hydroxide monohydrate). Run in C1CCOC1.CO.O (THF MeOH H2O). Run at time 3 hour. Yields the product C(C)(C)(C)OC(=O)NC1=C(C=CC=C1)NC(CCCCCC(=O)O)=O (7-((2-((tert-butoxycarbonyl)amino)phenyl)amino)-7-oxoheptanoic acid). Yield: 97.1%. As a reaction SMILES: [C:1]([O:5][C:6]([NH:8][C:9]1[CH:14]=[CH:13][CH:12]=[CH:11][C:10]=1[NH:15][C:16](=[O:27])[CH2:17][CH2:18][CH2:19][CH2:20][CH2:21][C:22]([O:24]CC)=[O:23])=[O:7])([CH3:4])([CH3:3])[CH3:2].O.[OH-].[Li+]>C1COCC1.CO.O>[C:1]([O:5][C:6]([NH:8][C:9]1[CH:14]=[CH:13][CH:12]=[CH:11][C:10]=1[NH:15][C:16](=[O:27])[CH2:17][CH2:18][CH2:19][CH2:20][CH2:21][C:22]([OH:24])=[O:23])=[O:7])([CH3:4])([CH3:2])[CH3:3] |f:1.2.3,4.5.6|. Reported procedure: To a solution of ethyl 7-((2-((tert-butoxycarbonyl)amino)phenyl)amino)-7-oxoheptanoate (3.7 g, 9.7 mmol) in THF/MeOH/H2O (V:V:V=4:1:1) (50 mL) were added lithium hydroxide monohydrate (1.3 g, 29.1 mmol). The mixture was stirred at room temperature for 3 hours and quenched with water (200 mL). To the solution was added 1M HCl to adjust the pH value to 2-3, then a white solid precipitated and was filtered to afford the desired compound (3.3 g, yield 96.5%). Reactants: C1(=CC=CC=C1)C (toluene), C(C)OC(CN(C(=O)NC1C2CC3CC(CC1C3)C2)CC2=CC=CC=C2)=O ((3-Adamantan-2-yl-1-benzyl-ureido)-acetic acid ethyl ester), [H-].C(C(C)C)[Al+]CC(C)C (Diisobutylaluminium hydride). The solvent is C(Cl)Cl (DCM). Conditions: temperature -78 celsius, time 30 minute. Product: C12C(C3CC(CC(C1)C3)C2)N2C(N(C=C2)CC2=CC=CC=C2)=O (1-adamantan-2-yl-3-benzyl-1,3-dihydro-imidazol-2-one). As a reaction SMILES: C(OC(=O)C[N:6]([CH2:20][C:21]1[CH:26]=[CH:25][CH:24]=[CH:23][CH:22]=1)[C:7]([NH:9][CH:10]1[CH:17]2CC3CC(CC1C3)C2)=[O:8])C.[C:28]1([CH3:34])[CH:33]=[CH:32][CH:31]=[CH:30][CH:29]=1.[H-].[CH2:36]([Al+]CC(C)C)[CH:37](C)[CH3:38]>C(Cl)Cl>[CH:28]12[CH2:34][CH:37]3[CH2:38][CH:32]([CH2:31][CH:30]([CH2:36]3)[CH:29]1[N:9]1[CH:10]=[CH:17][N:6]([CH2:20][C:21]3[CH:22]=[CH:23][CH:24]=[CH:25][CH:26]=3)[C:7]1=[O:8])[CH2:33]2 |f:2.3|. Procedure details: (3-Adamantan-2-yl-1-benzyl-ureido)-acetic acid ethyl ester (450 mg) was dissolved in dry DCM (5 mL) and toluene (5 mL) under argon and cooled to −78° C. Diisobutylaluminium hydride (1 M solution in DCM, 1.46 mL) was added drop by drop over 5 minutes and the mixture was allowed to stir at −78° C. for 30 minutes. The cooling bath was removed and after 10 minutes, the reaction mixture was quenched by addition of aqueous potassium sodium tartrate solution (1M, 15 mL). The mixture was extracted with ... RXN SMILES: [CH2:1]([O:3][C:4]([C:6]1[C:15]([Cl:16])=[CH:14][C:13]2[C:8](=[C:9]([C:17]#N)[CH:10]=[CH:11][CH:12]=2)[CH:7]=1)=[O:5])[CH3:2].CC(O)=[O:21].O>[Ni].N1C=CC=CC=1>[CH2:1]([O:3][C:4]([C:6]1[C:15]([Cl:16])=[CH:14][C:13]2[C:8](=[C:9]([CH:17]=[O:21])[CH:10]=[CH:11][CH:12]=2)[CH:7]=1)=[O:5])[CH3:2]. The solvent is N1=CC=CC=C1 (pyridine). Reagents/catalysts: [Ni] (Raney nickel). The product is C(C)OC(=O)C1=CC2=C(C=CC=C2C=C1Cl)C=O (3-Chloro-8-formyl-naphthalene-2-carboxylic acid ethyl ester). Procedure details: NaH2PO2 x H2O (2.12 g, 20.02 mmol, 8.0 equiv) and Raney nickel (1.50 g) were added at room temperature to a solution of 3-chloro-8-cyano-naphthalene-2-carboxylic acid ethyl ester (0.65 g, 2.50 mmol) in pyridine (16 ml)/AcOH (8 ml)/H2O (8 ml). The heterogeneous mixture was heated to 125° C. for 2 hours. After cooling and filtering off the Raney nickel catalyst, the reaction mixture was diluted with water (100 ml). After extraction with EtOAc (2×400 ml), the combined organic layers were washed wit... Starting materials: NaH2PO2, C(C)OC(=O)C1=CC2=C(C=CC=C2C=C1Cl)C#N (3-chloro-8-cyano-naphthalene-2-carboxylic acid ethyl ester), CC(=O)O (AcOH), O (H2O). Run at temperature 125 celsius.